This data is from the Open Reaction Database (ORD), a public repository of structured organic reaction records. The task is: describe an organic reaction: reactants, conditions, products, and yield Reactants: [BH4-], CC(C)(C)OC(=O)N1C2CCC1CC(=O)C2, CCO, [Na+]. Product: CC(C)(C)OC(=O)N1C2CCC1CC(O)C2. RXN SMILES: [BH4-:1].[C:3]([CH3:4])([CH3:5])([CH3:6])[O:7][C:8](=[O:9])[N:10]1[CH:11]2[CH2:12][C:13](=[O:18])[CH2:14][CH:15]1[CH2:16][CH2:17]2.[CH3:19][CH2:20][OH:21].[Na+:2]>>[C:3]([CH3:4])([CH3:5])([CH3:6])[O:7][C:8](=[O:9])[N:10]1[CH:11]2[CH2:12][CH:13]([OH:18])[CH2:14][CH:15]1[CH2:16][CH2:17]2. Reactants: [OH-].[Na+] (sodium hydroxide), COC=1C=C(C2=CC=CC(=C2C1OCOC)CCC)/C=C(/C(=O)OCC)\C (ethyl (E)-3-(3-methoxy-4-methoxymethoxy-5-propyl-1-naphthyl)-2-methylpropenoate), Cl (hydrochloric acid). Solvent: C(C)O (ethanol). Reaction conditions: temperature 60 celsius, time 30 minute. Yields the product OC1=C(C=C(C2=CC=CC(=C12)CCC)/C=C(/C(=O)O)\C)OC ((E)-3-(4-hydroxy-3-methoxy-5-propyl-1-naphthyl)-2-methylpropenoic acid). Yield: 107.1%. Reaction SMILES: [CH3:1][O:2][C:3]1[CH:4]=[C:5](/[CH:20]=[C:21](\[CH3:27])/[C:22]([O:24]CC)=[O:23])[C:6]2[C:11]([C:12]=1[O:13]COC)=[C:10]([CH2:17][CH2:18][CH3:19])[CH:9]=[CH:8][CH:7]=2.[OH-].[Na+].Cl>C(O)C>[OH:13][C:12]1[C:11]2[C:6](=[CH:7][CH:8]=[CH:9][C:10]=2[CH2:17][CH2:18][CH3:19])[C:5](/[CH:20]=[C:21](\[CH3:27])/[C:22]([OH:24])=[O:23])=[CH:4][C:3]=1[O:2][CH3:1] |f:1.2|. Procedure: 2.2 g of ethyl (E)-3-(3-methoxy-4-methoxymethoxy-5-propyl-1-naphthyl)-2-methylpropenoate was dissolved in 50 ml of ethanol. A sodium hydroxide aqueous solution (sodium hydroxide 1.4 g/water 50 ml) was added, followed by stirring at 60° C. for 30 minutes. After cooling to room temperature, dilute hydrochloric acid was added to make the reaction mixture acidic, and extracted with ethyl acetate. The organic layer was washed with brine, dried over anhydrous magnesium sulfate and concentrated in vacu... Starting materials: C(C1=CC=CC=C1)OC1=C(C(=O)NC2=C(C(=O)OC(C)(C)C)C=CC(=C2)C2=C(C=CC=C2)C)C=C(C=C1)N1CCCCC1 (tert-butyl 2-(2-(benzyloxy)-5-(piperidin-1-yl)benzamido)-4-(2-methylphenyl)benzoate). Reagents/catalysts: [C].[Pd] (palladium-carbon). The solvent is CO (methanol), C(C)(=O)OCC (ethyl acetate). Run at time 45 minute. Product: OC1=C(C(=O)NC2=C(C(=O)OC(C)(C)C)C=CC(=C2)C2=C(C=CC=C2)C)C=C(C=C1)N1CCCCC1 (tert-butyl 2-(2-hydroxy-5-(piperidin-1-yl)benzamido)-4-(2-methylphenyl)benzoate). The yield is 74.7%. Reaction SMILES: C([O:8][C:9]1[CH:37]=[CH:36][C:35]([N:38]2[CH2:43][CH2:42][CH2:41][CH2:40][CH2:39]2)=[CH:34][C:10]=1[C:11]([NH:13][C:14]1[CH:26]=[C:25]([C:27]2[CH:32]=[CH:31][CH:30]=[CH:29][C:28]=2[CH3:33])[CH:24]=[CH:23][C:15]=1[C:16]([O:18][C:19]([CH3:22])([CH3:21])[CH3:20])=[O:17])=[O:12])C1C=CC=CC=1>CO.C(OCC)(=O)C.[C].[Pd]>[OH:8][C:9]1[CH:37]=[CH:36][C:35]([N:38]2[CH2:43][CH2:42][CH2:41][CH2:40][CH2:39]2)=[CH:34][C:10]=1[C:11]([NH:13][C:14]1[CH:26]=[C:25]([C:27]2[CH:32]=[CH:31][CH:30]=[CH:29][C:28]=2[CH3:33])[CH:24]=[CH:23][C:15]=1[C:16]([O:18][C:19]([CH3:21])([CH3:20])[CH3:22])=[O:17])=[O:12] |f:3.4|. Procedure details: To a solution mixture of the obtained tert-butyl 2-(2-(benzyloxy)-5-(piperidin-1-yl)benzamido)-4-(2-methylphenyl)benzoate (0.10 g) in methanol (2.0 mL) and ethyl acetate (2.0 mL), 10% palladium-carbon (0.020 g) was added, followed by stirring under a hydrogen atmosphere at room temperature for 2 hours and 45 minutes. The insoluble substance was removed by filtration, and then the solvent was evaporated under reduced pressure. The obtained residue was purified by silica gel column chromatography ... The reactants are C(C)OC(C(C)(C1CCN(CC1)C=1SC(=CN1)C1=NC(=CC=C1)NC1=NC=CC(=C1)C)C)=O (2-methyl-2-(1-{5-[6-(4-methylpyridin-2-ylamino)pyridin-2-yl]thiazol-2-yl}piperidin-4-yl)propionic acid ethyl ester), [OH-].[Na+] (sodium hydroxide), Cl (hydrochloric acid). Solvent: CO (methanol), O1CCCC1 (tetrahydrofuran). Reaction conditions: time 15 hour. Yields the product CC(C(=O)O)(C)C1CCN(CC1)C=1SC(=CN1)C1=NC(=CC=C1)NC1=NC=CC(=C1)C (2-methyl-2-(1-{5-[6-(4-methylpyridin-2-ylamino)pyridin-2-yl]thiazol-2-yl}piperidin-4-yl)propionic acid). Yield: 66.7%. As a reaction SMILES: C([O:3][C:4](=[O:33])[C:5]([CH3:32])([CH:7]1[CH2:12][CH2:11][N:10]([C:13]2[S:14][C:15]([C:18]3[CH:23]=[CH:22][CH:21]=[C:20]([NH:24][C:25]4[CH:30]=[C:29]([CH3:31])[CH:28]=[CH:27][N:26]=4)[N:19]=3)=[CH:16][N:17]=2)[CH2:9][CH2:8]1)[CH3:6])C.[OH-].[Na+].Cl>CO.O1CCCC1>[CH3:32][C:5]([CH:7]1[CH2:12][CH2:11][N:10]([C:13]2[S:14][C:15]([C:18]3[CH:23]=[CH:22][CH:21]=[C:20]([NH:24][C:25]4[CH:30]=[C:29]([CH3:31])[CH:28]=[CH:27][N:26]=4)[N:19]=3)=[CH:16][N:17]=2)[CH2:9][CH2:8]1)([CH3:6])[C:4]([OH:33])=[O:3] |f:1.2|. Procedure: To a mixed solution of 2-methyl-2-(1-{5-[6-(4-methylpyridin-2-ylamino)pyridin-2-yl]thiazol-2-yl}piperidin-4-yl)propionic acid ethyl ester (697 mg, 1.50 mmol) obtained in Step 3 in methanol (5 ml) and tetrahydrofuran (10 ml), 4N aqueous sodium hydroxide (3.7 ml, 15 mmol) was added and the mixture was stirred for 15 hours under refluxing. After concentrated, the reaction solution was neutralized with 1N hydrochloric acid (15 ml, 15 mmol), and the precipitated solid was collected by filtration, was... The reactants are C(C)(C)(C)O (t-butanol), CC(C)([O-])C.[K+] (Potassium-t-butoxide), ClC(C1=CSC=C1)Cl (3-dichloromethylthiophene), CC(C)=CC (2-methylbut-2-ene). The solvent is CCOCC (ether). Reaction conditions: time 1 hour. The product is ClC1(C(C1C)(C)C)C1=CSC=C1 (1-Chloro-1-(thien-3-yl)-2,2,3-trimethylcyclopropane). Isolated yield 40.0%. As a reaction SMILES: CC(C)([O-])C.[K+].[Cl:7][CH:8](Cl)[C:9]1[CH:13]=[CH:12][S:11][CH:10]=1.[CH3:15][C:16](=[CH:18][CH3:19])[CH3:17].C(O)(C)(C)C>CCOCC>[Cl:7][C:8]1([C:9]2[CH:13]=[CH:12][S:11][CH:10]=2)[CH:18]([CH3:19])[C:16]1([CH3:17])[CH3:15] |f:0.1|. Procedure details: Potassium-t-butoxide (2.0 g, 18 mmol) was added over 5 min to a rapidly stirred solution of 3-dichloromethylthiophene produced as in a) (1.00 g 6.0 mmol) in dry ether (10-20 ml) at 0° C., containing 2-methylbut-2-ene (>8 equiv.). After 1 h at 20° C., the products were worked up as in Example 3a) to give oils which contained no starting material, although traces of t-butanol were present. The product was a mixture of geometrical isomers (anti/syn=1.31) (0.7 g, 59%). Kugelrohr distillation (oven t... Starting materials: Cl.N1(N=NC=C1)CC(=O)O (2-(1H-1,2,3-triazol-1-yl)acetic acid hydrochloride), FC1=CC(=C(C[C@@H]2C[C@H](NC2)C(=O)NC2=CC=C(C=C2)OC2=CC=C(C=C2)F)C=C1)C ((2S,4R)-4-(4-fluoro-2-methylbenzyl)-N-(4-(4-fluorophenoxy)phenyl)pyrrolidine-2-carboxamide). Yields the product Compound 6, N1(N=NC=C1)CC(=O)N1[C@@H](C[C@H](C1)CC1=C(C=C(C=C1)F)C)C(=O)NC1=CC=C(C=C1)OC1=CC=C(C=C1)F ((2S,4R)-1-(2-(1H-1,2,3-triazol-1-yl)acetyl)-4-(4-fluoro-2-methylbenzyl)-N-(4-(4-fluorophenoxy)phenyl)pyrrolidine-2-carboxamide). The yield is 46.0%. RXN SMILES: Cl.[N:2]1([CH2:7][C:8]([OH:10])=O)[CH:6]=[CH:5][N:4]=[N:3]1.[F:11][C:12]1[CH:40]=[CH:39][C:15]([CH2:16][C@H:17]2[CH2:21][NH:20][C@H:19]([C:22]([NH:24][C:25]3[CH:30]=[CH:29][C:28]([O:31][C:32]4[CH:37]=[CH:36][C:35]([F:38])=[CH:34][CH:33]=4)=[CH:27][CH:26]=3)=[O:23])[CH2:18]2)=[C:14]([CH3:41])[CH:13]=1>>[N:2]1([CH2:7][C:8]([N:20]2[CH2:21][C@H:17]([CH2:16][C:15]3[CH:39]=[CH:40][C:12]([F:11])=[CH:13][C:14]=3[CH3:41])[CH2:18][C@H:19]2[C:22]([NH:24][C:25]2[CH:30]=[CH:29][C:28]([O:31][C:32]3[CH:33]=[CH:34][C:35]([F:38])=[CH:36][CH:37]=3)=[CH:27][CH:26]=2)=[O:23])=[O:10])[CH:6]=[CH:5][N:4]=[N:3]1 |f:0.1|. Procedure: Proceeding as in Example 1, but substituting 2-(1H-1,2,3-triazol-1-yl)acetic acid hydrochloride and (2S,4R)-4-(4-fluoro-2-methylbenzyl)-N-(4-(4-fluorophenoxy)phenyl)pyrrolidine-2-carboxamide, gave Compound 6, (2S,4R)-1-(2-(1H-1,2,3-triazol-1-yl)acetyl)-4-(4-fluoro-2-methylbenzyl)-N-(4-(4-fluorophenoxy)phenyl)pyrrolidine-2-carboxamide (142 mg, 46%). Major isomer: 1H-NMR (400 MHz, CDCl3): δ 8.96 (s, 1H), 7.76 (d, 2H), 7.40 (d, 2H), 7.11-6.83 (m, 9H), 5.31 (d, 1H), 5.15 (d, 1H), 4.77 (d, 1H), 3.71 ... Reactants: C(C)NCC1=NC(=NO1)C=1N=CN2C1CN(C(C1=C2C=CC(=C1)F)=O)C (3-(5-ethylaminomethyl-1,2,4-oxadiazol-3-yl)-8-fluoro-5-methyl-5,6-dihydro-4H-imidazo[1,5-a][1,4]benzodiazepin-6-one), Cl (hydrochloric acid). Procedure: 0.37 g (1.04 mmol) of 3-(5-ethylaminomethyl-1,2,4-oxadiazol-3-yl)-8-fluoro-5-methyl-5,6-dihydro-4H-imidazo[1,5-a][1,4]benzodiazepin-6-one in 6 ml ethanol was treated with 0.31 ml (1.14 mmol) of 3.70N ethanolic hydrochloric acid. Crystals separated after adding 20 ml of acetic acid at 0°. There was obtained 0.30 g (73%) of 3-(5-ethylaminomethyl-1,2,4-oxadiazol-3-yl)-8-fluoro-5-methyl-5,6-dihydro-4H-imidazo[1,5-a][1,4]benzodiazepin-6-one hydrochloride (1:1) as whitish crystals; m.p. 250°-252° (dec... The solvent is C(C)O (ethanol). Isolated yield 73.4%. Product: Cl.C(C)NCC1=NC(=NO1)C=1N=CN2C1CN(C(C1=C2C=CC(=C1)F)=O)C (3-(5-ethylaminomethyl-1,2,4-oxadiazol-3-yl)-8-fluoro-5-methyl-5,6-dihydro-4H-imidazo[1,5-a][1,4]benzodiazepin-6-one hydrochloride). As a reaction SMILES: [CH2:1]([NH:3][CH2:4][C:5]1[O:9][N:8]=[C:7]([C:10]2[N:11]=[CH:12][N:13]3[C:19]4[CH:20]=[CH:21][C:22]([F:24])=[CH:23][C:18]=4[C:17](=[O:25])[N:16]([CH3:26])[CH2:15][C:14]=23)[N:6]=1)[CH3:2].[ClH:27]>C(O)C>[ClH:27].[CH2:1]([NH:3][CH2:4][C:5]1[O:9][N:8]=[C:7]([C:10]2[N:11]=[CH:12][N:13]3[C:19]4[CH:20]=[CH:21][C:22]([F:24])=[CH:23][C:18]=4[C:17](=[O:25])[N:16]([CH3:26])[CH2:15][C:14]=23)[N:6]=1)[CH3:2] |f:3.4|.